Dataset: the Open Reaction Database (ORD), a public repository of structured organic reaction records. Task: describe an organic reaction: reactants, conditions, products, and yield The reactants are C(C)OC(=O)[C@H](CCC)N[C@@H](C)C(=O)O ((S)-N-[(S)-1-(ethoxycarbonyl)butyl]alanine), N (ammonia). RXN SMILES: C([O:3][C:4]([C@@H:6]([NH:10][C@H:11]([C:13]([OH:15])=[O:14])[CH3:12])[CH2:7][CH2:8][CH3:9])=O)C.[NH3:16]>>[C:4]([C@@H:6]([NH:10][C@H:11]([C:13]([OH:15])=[O:14])[CH3:12])[CH2:7][CH2:8][CH3:9])(=[O:3])[NH2:16]. Reported procedure: 10 g of (S)-N-[(S)-1-(ethoxycarbonyl)butyl]alanine are placed in 100 ml of 28% strength aqueous ammonia solution at 100° C. for 18 hours. After evaporation of the solvent, the residue is taken up with 50 ml of water. The solution is evaporated to dryness, then taken up with 100 ml of isopropanol and evaporated. The expected product is obtained after drying under vacuum. Product: C(N)(=O)[C@H](CCC)N[C@@H](C)C(=O)O ((S)-N-[(S)-1-Carbamoylbutyl]Alanine). Isolated yield 95.0%. Starting materials: COC(CC1CC2=C(O1)C=CC(=C2)OC)=O (5-methoxy-2,3-dihydro-3-benzofuranacetic acid methylester), [OH-].[K+] (KOH). Solvent: C(C)O (ethanol), O (water), C(C)O (ethanol). Run at temperature 0 celsius, time 0.5 hour. Yields the product COC1=CC2=C(OC(C2)CC(=O)O)C=C1 (5-Methoxy-2,3-dihydro-3-benzofuranacetic acid). RXN SMILES: C[O:2][C:3](=[O:16])[CH2:4][CH:5]1[O:9][C:8]2[CH:10]=[CH:11][C:12]([O:14][CH3:15])=[CH:13][C:7]=2[CH2:6]1.[OH-].[K+]>C(O)C.O>[CH3:15][O:14][C:12]1[CH:11]=[CH:10][C:8]2[O:9][CH:5]([CH2:4][C:3]([OH:16])=[O:2])[CH2:6][C:7]=2[CH:13]=1 |f:1.2|. Procedure details: 110 g of 5-methoxy-2,3-dihydro-3-benzofuranacetic acid methylester dissolved in 400 ml of ethanol were added during 20 minutes to a solution of 55 g of KOH in 70 ml of water and 500 ml of ethanol at reflux temperature. Reflux was continued for 0.5 hours. Ethanol was evaporated and 600 ml of water were added, and the mixture was acidified with cold conc. hydrochloric acid and subsequently extracted with dichloromethane (3×300 ml). The combined organic phases were washed with brine, dried (MgSO4) ...